From a dataset of the Open Reaction Database (ORD), a public repository of structured organic reaction records. describe an organic reaction: reactants, conditions, products, and yield Starting materials: [Al+3], CCOCC, CCCCCC, [Cl-], [Cl-], [Cl-], ClP(Cl)(Cl)(Cl)Cl, ClCCCl, Cl, CC(CC(=O)O)Oc1cccc(F)c1. Yields the product CC1CC(=O)c2ccc(F)cc2O1. As a reaction SMILES: [Al+3:22].[CH2:36]([O:37][CH2:38][CH3:39])[CH3:40].[CH3:30][CH2:31][CH2:32][CH2:33][CH2:34][CH3:35].[Cl-:21].[Cl-:23].[Cl-:24].[Cl:15][P:16]([Cl:17])([Cl:18])([Cl:19])[Cl:20].[Cl:26][CH2:27][CH2:28][Cl:29].[ClH:25].[F:1][c:2]1[cH:3][c:4]([O:5][CH:6]([CH2:7][C:8](=[O:9])[OH:10])[CH3:11])[cH:12][cH:13][cH:14]1>>[F:1][c:2]1[cH:3][c:4]2[c:12]([cH:13][cH:14]1)[C:8](=[O:10])[CH2:7][CH:6]([CH3:11])[O:5]2. Reactants: C1(=CC=CC=C1)CC(=O)O (phenylacetic acid), C(C)#N (acetonitrile), N,N'-carbonyldiimidazole, NC1=NC2=NC(=CC=C2C=C1)Cl (2-amino-7-chloro-1,8-naphthyridine). The solvent is O (water). Reaction conditions: temperature 4 celsius. Yields the product ClC1=CC=C2C=CC(=NC2=N1)NC(CC1=CC=CC=C1)=O (N-(7-Chloro-1,8-naphthyridin-2-yl)phenylacetamide). Isolated yield 63.1%. RXN SMILES: [C:1]1([CH2:7][C:8]([OH:10])=O)[CH:6]=[CH:5][CH:4]=[CH:3][CH:2]=1.[NH2:11][C:12]1[CH:21]=[CH:20][C:19]2[C:14](=[N:15][C:16]([Cl:22])=[CH:17][CH:18]=2)[N:13]=1.C(#N)C>O>[Cl:22][C:16]1[N:15]=[C:14]2[C:19]([CH:20]=[CH:21][C:12]([NH:11][C:8](=[O:10])[CH2:7][C:1]3[CH:2]=[CH:3][CH:4]=[CH:5][CH:6]=3)=[N:13]2)=[CH:18][CH:17]=1. Procedure details: The procedure is analogous to that described in Example 1, but starting with phenylacetic acid (10.9 g), N,N'-carbonyldiimidazole (13 g) and 2-amino-7-chloro-1,8-naphthyridine (10.8 g). The product obtained by precipitation in water (13.5 g; m.p. 184° C.) is dissolved in boiling acetonitrile (210 cc). After cooling for 1 hour at 4° C., the crystallized solid is separated by filtration, washed with acetonitrile (10 cc) and dried at 45° C. under reduced pressure (0.07 kPa). N-(7-Chloro-1,8-naphthy... The reactants are BrC=1C=C(CO)C=CC1F (3-bromo-4-fluoro-benzyl alcohol), pyridine CrO3 HCl. The solvent is C(Cl)Cl (methylene chloride), C(Cl)Cl (methylene chloride). Reaction conditions: time 1 hour. The product is BrC=1C=C(C=O)C=CC1F (3-bromo-4-fluoro-benzaldehyde). Yield: 85.4%. As a reaction SMILES: [Br:1][C:2]1[CH:3]=[C:4]([CH:7]=[CH:8][C:9]=1[F:10])[CH2:5][OH:6]>C(Cl)Cl>[Br:1][C:2]1[CH:3]=[C:4]([CH:7]=[CH:8][C:9]=1[F:10])[CH:5]=[O:6]. Procedure: A solution of 45.9 g (0.225 mol) of 3-bromo-4-fluoro-benzyl alcohol in 45 ml of methylene chloride was added dropwise to a suspension of 78 g of pyridine/CrO3 /HCl in 450 ml of methylene chloride. During this addition, the temperature of the mixture rose to about 40° C. The mixture was then subsequently stirred for 1 hour, the organic phase was decanted from the chromium salts and the solvent was distilled off in vacuo. The residue was distilled. 39 g (86% of theory) of 3-bromo-4-fluoro-benzalde... Reactants: Fc1ccc(C(Br)c2ccc(F)cc2)cc1, OCCBr, [Na+], [Na+], O=C([O-])[O-], O. Product: Fc1ccc(C(OCCBr)c2ccc(F)cc2)cc1. Reaction SMILES: [Br:1][CH:2]([c:3]1[cH:4][cH:5][c:6]([F:9])[cH:7][cH:8]1)[c:10]1[cH:11][cH:12][c:13]([F:16])[cH:14][cH:15]1.[Br:23][CH2:24][CH2:25][OH:26].[Na+:17].[Na+:18].[O-:19][C:20](=[O:21])[O-:22].[OH2:27]>>[CH:2]([c:3]1[cH:4][cH:5][c:6]([F:9])[cH:7][cH:8]1)([c:10]1[cH:11][cH:12][c:13]([F:16])[cH:14][cH:15]1)[O:26][CH2:25][CH2:24][Br:23]. Starting materials: Brc1ccc2c(c1)CCCN2, CCS(=O)(=O)Cl. Product: CCS(=O)(=O)N1CCCc2cc(Br)ccc21. Reaction SMILES: [Br:1][c:2]1[cH:3][c:4]2[c:9]([cH:10][cH:11]1)[NH:8][CH2:7][CH2:6][CH2:5]2.[CH2:12]([CH3:13])[S:14](=[O:15])(=[O:16])[Cl:17]>>[Br:1][c:2]1[cH:3][c:4]2[c:9]([cH:10][cH:11]1)[N:8]([S:14]([CH2:12][CH3:13])(=[O:15])=[O:16])[CH2:7][CH2:6][CH2:5]2.